This data is from the Open Reaction Database (ORD), a public repository of structured organic reaction records. The task is: describe an organic reaction: reactants, conditions, products, and yield Starting materials: Cc1cccc(C=O)c1C, Cl, [Li]CC, C1CCOC1. The product is CCC(O)c1cccc(C)c1C. RXN SMILES: [CH3:1][c:2]1[c:3]([CH:4]=[O:5])[cH:6][cH:7][cH:8][c:9]1[CH3:10].[ClH:14].[Li:11][CH2:12][CH3:13].[O:15]1[CH2:16][CH2:17][CH2:18][CH2:19]1>>[CH3:1][c:2]1[c:3]([CH:4]([OH:5])[CH2:12][CH3:13])[cH:6][cH:7][cH:8][c:9]1[CH3:10]. Reactants: C(C1=CC=CC=C1)N1N=NN=C1C1=C(C=CC=C1C)N (2-(1-Benzyl-1H-tetrazol-5-yl)-3-methylphenylamine), C(C1=CC=CC=C1)N1N=NN=C1C1=C(C=CC=C1C)N (2-(1-Benzyl-1H-tetrazol-5-yl)-3-methylphenylamine), C1(=CC=CC=C1)S(=O)(=O)Cl (benzenesulfonyl chloride). Solvent: C(C)(=O)OCC (ethyl acetate), N1=CC=CC=C1 (pyridine). Conditions: time 8 hour. The product is C(C1=CC=CC=C1)N1N=NN=C1C1=C(C=CC=C1C)NS(=O)(=O)C1=CC=CC=C1 (N-[2-(1-Benzyl-1H-tetrazol-5-yl)-3-methylphenyl]-benzenesulfonamide). Yield: 98.7%. Reaction SMILES: [CH2:1]([N:8]1[C:12]([C:13]2[C:18]([CH3:19])=[CH:17][CH:16]=[CH:15][C:14]=2[NH2:20])=[N:11][N:10]=[N:9]1)[C:2]1[CH:7]=[CH:6][CH:5]=[CH:4][CH:3]=1.[C:21]1([S:27](Cl)(=[O:29])=[O:28])[CH:26]=[CH:25][CH:24]=[CH:23][CH:22]=1>N1C=CC=CC=1.C(OCC)(=O)C>[CH2:1]([N:8]1[C:12]([C:13]2[C:18]([CH3:19])=[CH:17][CH:16]=[CH:15][C:14]=2[NH:20][S:27]([C:21]2[CH:26]=[CH:25][CH:24]=[CH:23][CH:22]=2)(=[O:29])=[O:28])=[N:11][N:10]=[N:9]1)[C:2]1[CH:3]=[CH:4][CH:5]=[CH:6][CH:7]=1. Procedure details: 2-(1-Benzyl-1H-tetrazol-5-yl)-3-methylphenylamine (Intermediate 16, 0.15 g) was dissolved in pyridine (5 mL) and benzenesulfonyl chloride (0.07 g, 0.4 mmol) was added. The mixture was stirred overnight, then diluted with ethyl acetate and washed with 1N hydrochloric acid, dried with magnesium sulfate and filtered. The filtrate was evaporated to dryness and the residue was purified by flash chromatography on silica, eluting with a mixture of ethyl acetate and cyclohexane. The fractions containing... The reactants are O=C([O-])[O-], CO, ClCCl, ClCCl, [Cs+], [Cs+], C[Si](C)(C)C#Cc1ccc(OC(F)F)cc1. Yields the product C#Cc1ccc(OC(F)F)cc1. As a reaction SMILES: [C:17](=[O:18])([O-:19])[O-:20].[CH3:23][OH:24].[Cl:25][CH2:26][Cl:27].[Cl:28][CH2:29][Cl:30].[Cs+:21].[Cs+:22].[F:1][CH:2]([O:3][c:4]1[cH:5][cH:6][c:7]([C:10]#[C:11][Si:12]([CH3:13])([CH3:14])[CH3:15])[cH:8][cH:9]1)[F:16]>>[F:1][CH:2]([O:3][c:4]1[cH:5][cH:6][c:7]([C:10]#[CH:11])[cH:8][cH:9]1)[F:16]. Reactants: [BH4-], CO, N#Cc1ccc(F)c(C=O)c1Cl, [Na+], O. Yields the product N#Cc1ccc(F)c(CO)c1Cl. As a reaction SMILES: [BH4-:13].[CH3:16][OH:17].[Cl:1][c:2]1[c:3]([C:4]#[N:5])[cH:6][cH:7][c:8]([F:12])[c:9]1[CH:10]=[O:11].[Na+:14].[OH2:15]>>[Cl:1][c:2]1[c:3]([C:4]#[N:5])[cH:6][cH:7][c:8]([F:12])[c:9]1[CH2:10][OH:11]. The solvent is O1CCCC1 (tetrahydrofuran). Run at time 8 hour. RXN SMILES: [CH3:1][O:2][C:3](=[O:14])[C:4]1[CH:12]=[C:11]([Cl:13])[CH:10]=[C:6]([C:7](O)=[O:8])[CH:5]=1.[Cl-].[NH4+]>O1CCCC1>[CH3:1][O:2][C:3](=[O:14])[C:4]1[CH:5]=[C:6]([CH2:7][OH:8])[CH:10]=[C:11]([Cl:13])[CH:12]=1 |f:1.2|. The product is COC(C1=CC(=CC(=C1)CO)Cl)=O (3-chloro-5-hydroxymethyl benzoic acid methyl ester). Starting materials: COC(C1=CC(C(=O)O)=CC(=C1)Cl)=O (5-chloroisophthalic acid monomethyl ester), [Cl-].[NH4+] (ammonium chloride). Reported procedure: In a 3 liter 3-necked round-bottom flask equipped with mechanical stirrer and nitrogen inlet was placed 5-chloroisophthalic acid monomethyl ester (29.4 g). Borane tetrahydrofuran complex in tetrahydrofuran solution (1M, 280 ml) was then added to the flask dropwise at room temperature. The resulting solution was stirred at room temperature overnight. The reaction mixture was poured into saturated aqueous ammonium chloride solution (750 ml) and extracted with ethyl acetate (3×500 ml). The combined... The yield is 107.0%.